Dataset: the Open Reaction Database (ORD), a public repository of structured organic reaction records. Task: describe an organic reaction: reactants, conditions, products, and yield The product is BrC=1C=C(CC2NCCC3=CC(=CC=C23)NS(=O)(=O)C)C=C(C1OC)Br (N-[1-(3,5-dibromo-4-methoxy-benzyl)-1,2,3,4-tetrahydro-isoquinolin-6-yl]-methanesulfonamide). Run at time 8 hour. RXN SMILES: [Br:1][C:2]1[CH:3]=[C:4]([CH2:11][C:12]([NH:14][CH2:15][CH2:16][C:17]2[CH:22]=[CH:21][CH:20]=[C:19]([NH:23][S:24]([CH3:27])(=[O:26])=[O:25])[CH:18]=2)=O)[CH:5]=[C:6]([Br:10])[C:7]=1[O:8][CH3:9]>C(#N)C.P(Cl)(Cl)(Cl)=O>[Br:1][C:2]1[CH:3]=[C:4]([CH:5]=[C:6]([Br:10])[C:7]=1[O:8][CH3:9])[CH2:11][CH:12]1[C:22]2[C:17](=[CH:18][C:19]([NH:23][S:24]([CH3:27])(=[O:26])=[O:25])=[CH:20][CH:21]=2)[CH2:16][CH2:15][NH:14]1. Procedure details: To solution of 2-(3,5-dibromo-4-methoxy-phenyl)-N-[2-(3-methanesulfonylamino-phenyl)-ethyl]-acetamide in 15 mL of acetonitrile, phosphorus oxychloride is added. The reaction mixture is refluxed for 5 h. The residue after concentration is evaporated 3 times with MeOH, dissolved in 20 mL of MeOH, cooled with an ice bath, and NaBH4 is added by small portions. The reaction mixture is stirred overnight at room temperature, concentrated, dissolved in chloroform, washed with 1N NaOH, dried over Na2SO4,... Reactants: BrC=1C=C(C=C(C1OC)Br)CC(=O)NCCC1=CC(=CC=C1)NS(=O)(=O)C (2-(3,5-dibromo-4-methoxy-phenyl)-N-[2-(3-methanesulfonylamino-phenyl)-ethyl]-acetamide). Run in C(C)#N (acetonitrile), P(=O)(Cl)(Cl)Cl (phosphorus oxychloride). Procedure details: Following the procedure (step 3 scheme 31 used to prepare compound 31-4 compound 38-3 gave compound 38-4 (113 mg, 59%) as a light tan-colored solid. 1H NMR (300 MHz, MeOD-d6): δ (ppm) 6.80 (s, 1H), 6.49 (dd, J=10.0, 2.1 Hz, 1H), 6.13 (dd, J=11.4, 2.1 Hz, 1H), 4.01 (q, J=7.2 Hz, 2H), 3.53-3.40 (m, 2H), 3.05 (d, J=11.4 Hz, 1H), 2.55 (dt, J=23.0, 11.7 Hz, 2H), 2.14 (dd, J=8.8, 6.1 Hz, 1H), 1.85-1.56 (m, 3H), 1.34 (t, J=7.2 Hz, 3H). LCMS: calc 262.1 and found: 263.1 [MH]+. Product: C(C)N1C=C(C=2C(=CC(=CC12)F)O)C1CNCCC1 (1-ethyl-6-fluoro-3-(piperidin-3-yl)-1H-indol-4-ol). Isolated yield 59.0%. RXN SMILES: [CH2:1]([N:3]1[C:11]2[CH:10]=[C:9]([F:12])[CH:8]=[C:7]([OH:13])[C:6]=2[C:5]([CH2:14][CH2:15][N:16]2[CH2:24][C:23]3[C:18](=CC=CC=3)C2)=[CH:4]1)[CH3:2].C(N1CCCC(C2C3C(=CC(F)=CC=3OCC3C=CC=CC=3)N(CC)C=2)=C1)C1C=CC=CC=1>>[CH2:1]([N:3]1[C:11]2[CH:10]=[C:9]([F:12])[CH:8]=[C:7]([OH:13])[C:6]=2[C:5]([CH:14]2[CH2:18][CH2:23][CH2:24][NH:16][CH2:15]2)=[CH:4]1)[CH3:2]. Reactants: C(C)N1C=C(C=2C(=CC(=CC12)F)O)CCN1CC2=CC=CC=C2C1 (1-ethyl-6-fluoro-3-(2-(isoindolin-2-yl)ethyl)-1H-indol-4-ol), C(C1=CC=CC=C1)N1C=C(CCC1)C1=CN(C2=CC(=CC(=C12)OCC1=CC=CC=C1)F)CC (3-(1-benzyl-1,4,5,6-tetrahydropyridin-3-yl)-4-(benzyloxy)-1-ethyl-6-fluoro-1H-indole). Starting materials: C(C)(C)NC(C)C (diisopropylamine), FC=1C=CC2=C(C(N(CC=3N2C=NC3C=3OC(=C(N3)C)I)C)=O)C1 (8-fluoro-3-(5-iodo-methyl-oxazol-2-yl)-5-methyl-5,6-dihydro-4H-imidazo[1,5-a][1,4]benzodiazepin-6-one), C(C#C)NC(=O)C=1N=CN2C1CN(C(C1=C2C=CC(=C1)F)=O)C (8-fluoro-5-methyl-6-oxo-5,6-dihydro-4H-imidazo[1,5-a][1,4]-benzodiazepine-3-carboxylic acid prop-2-ynylamide), IN1C(CCC1=O)=O (N-iodosuccinimide). The solvent is C(C)(=O)O (acetic acid), C1CCOC1 (THF). Reaction conditions: time 42 hour. Product: C(C)(C)N(C(C)C)CC1=CN=C(O1)C=1N=CN2C1CN(C(C1=C2C=CC(=C1)F)=O)C (3-(5-diisopropylaminomethyl-oxazol-2-yl)-8-fluoro-5-methyl-5,6-dihydro-4H-imidazo[1,5-a][1,4]benzodiazepin-6-one). Yield: 6.0%. RXN SMILES: [F:1][C:2]1[CH:3]=[CH:4][C:5]2[N:11]3[CH:12]=[N:13][C:14]([C:15]4[O:16][C:17](I)=[C:18](C)[N:19]=4)=[C:10]3[CH2:9][N:8]([CH3:22])[C:7](=[O:23])[C:6]=2[CH:24]=1.C(NC([C:31]1N=[CH:33][N:34]2[C:40]3[CH:41]=CC(F)=C[C:39]=3C(=O)N(C)[CH2:36][C:35]=12)=O)C#C.IN1C(=O)CCC1=O.C(NC(C)C)(C)C>C(O)(=O)C.C1COCC1>[CH:35]([N:34]([CH2:33][C:17]1[O:16][C:15]([C:14]2[N:13]=[CH:12][N:11]3[C:5]4[CH:4]=[CH:3][C:2]([F:1])=[CH:24][C:6]=4[C:7](=[O:23])[N:8]([CH3:22])[CH2:9][C:10]=23)=[N:19][CH:18]=1)[CH:40]([CH3:41])[CH3:39])([CH3:36])[CH3:31]. Procedure: 125 ml of a crude THF solution of 8-fluoro-3-(5-iodo-methyl-oxazol-2-yl)-5-methyl-5,6-dihydro-4H-imidazo[1,5-a][1,4]benzodiazepin-6-one (prepared from 15.6 g (0.050 mol) of 8-fluoro-5-methyl-6-oxo-5,6-dihydro-4H-imidazo[1,5-a][1,4]-benzodiazepine-3-carboxylic acid prop-2-ynylamide and 16.9 g (0.075 mol) of N-iodosuccinimide in 300 ml of acetic acid, subsequently completely freed from the solvents, dried azeotropically several times with toluene and dissolved in 500 ml of THF) were treated with 1... The reactants are C1(=CCCCC1)CO (cyclohexenyl methanol), C(C(=C)C)(=O)O (methacrylic acid), C1(=CC=C(C=C1)S(=O)(=O)O)C (p-toluenesulfonic acid), COC1=CC=C(C=C1)O (MEHQ). Run in C1(=CC=CC=C1)C (toluene). Yields the product C(C(=C)C)(=O)OCC1=CCCCC1 (Cyclohexenyl Methanol Methacrylate). The yield is 78.0%. As a reaction SMILES: [C:1]1([CH2:7][OH:8])[CH2:6][CH2:5][CH2:4][CH2:3][CH:2]=1.[C:9](O)(=[O:13])[C:10]([CH3:12])=[CH2:11].C1(C)C=CC(S(O)(=O)=O)=CC=1.COC1C=CC(O)=CC=1>C1(C)C=CC=CC=1>[C:9]([O:8][CH2:7][C:1]1[CH2:6][CH2:5][CH2:4][CH2:3][CH:2]=1)(=[O:13])[C:10]([CH3:12])=[CH2:11]. Procedure details: CHMA was prepared by the above procedure from cyclohexenyl methanol (200 grams, 1.79 mole), methacrylic acid (137.6 grams, 1.60 mole), p-toluenesulfonic acid (15.2 grams, 80 mmole), MEHQ (8 grams, 5.7 mmole), and toluene (1000 ml) in a 2 liter reaction flask. The aqueous washes were performed with 400 ml portions for each wash. The CHMA was obtained in an amount of 225.9 grams (78% yield). The CHMA was determined to have a boiling point in the range of 64-66° C. at a reduced pressure of 0.3 Torr...